Task: describe an organic reaction: reactants, conditions, products, and yield. Dataset: the Open Reaction Database (ORD), a public repository of structured organic reaction records The product is Cl.N1(CCNCCC1)C1=CC(=C(C=C1)NS(=O)(=O)C1=CC=C(C=C1)C)NS(=O)(=O)C1=CC=CC=C1 (N-{4-(1,4-diazepan-1-yl)-2-[(phenylsulfonyl)amino]phenyl}-4-methylbenzenesulfonamide hydrochloride). The reactants are NC1=C(C=C(C=C1)N1CCN(CCC1)C(=O)OC(C)(C)C)NS(=O)(=O)C1=CC=CC=C1 (N-{2-amino-5-(4-t-butyloxycarbonyl-1,4-diazepan-1-yl)-phenyl}benzenesulfonamide), C1(=CC=C(C=C1)S(=O)(=O)Cl)C (p-toluenesulfonylchloride). RXN SMILES: [NH2:1][C:2]1[CH:7]=[CH:6][C:5]([N:8]2[CH2:14][CH2:13][CH2:12][N:11](C(OC(C)(C)C)=O)[CH2:10][CH2:9]2)=[CH:4][C:3]=1[NH:22][S:23]([C:26]1[CH:31]=[CH:30][CH:29]=[CH:28][CH:27]=1)(=[O:25])=[O:24].[C:32]1([CH3:42])[CH:37]=[CH:36][C:35]([S:38]([Cl:41])(=[O:40])=[O:39])=[CH:34][CH:33]=1>>[ClH:41].[N:8]1([C:5]2[CH:6]=[CH:7][C:2]([NH:1][S:38]([C:35]3[CH:36]=[CH:37][C:32]([CH3:42])=[CH:33][CH:34]=3)(=[O:40])=[O:39])=[C:3]([NH:22][S:23]([C:26]3[CH:27]=[CH:28][CH:29]=[CH:30][CH:31]=3)(=[O:25])=[O:24])[CH:4]=2)[CH2:14][CH2:13][CH2:12][NH:11][CH2:10][CH2:9]1 |f:2.3|. Procedure details: The compound was synthesized from of N-{2-amino-5-(4-t-butyloxycarbonyl-1,4-diazepan-1-yl)-phenyl}benzenesulfonamide and p-toluenesulfonylchloride (51 mg, 0.27 mmol) to give 22 mg as purple solid. M+1 501.3 Calcd 501.15; 1HNMR δ 7.77-7.26 (m, 9H), 6.54 (d, 1H), 6.50 (d, 1H), 6.40 (dd, 1H), 3.63 (app t, 2H), 3.42 (app t, 2H), 3.25 (app t, 2H), 3.16 (app t, 2H), 2.38 (s, 3H), 2.11-2.03 (m, 2H). The reactants are C(C)(C)(C)OC(NC(=N)C=1SC(=C(C1)S(=O)(=O)C=1C=C(C=CC1)C1=C(C=CC=C1C)N)SC)=O ({[4-(2′-Amino-6′-methyl-biphenyl-3-sulfonyl)-5-methylsulfanyl-thiophen-2-yl]-imino-methyl}-carbamic acid tert-butyl ester), C(C)OC(CCC(=O)Cl)=O (3-chlorocarbonyl-propionic acid ethyl ester), C1CCOC1 (THF). Run in CCOC(=O)C (EtOAc). Reaction conditions: temperature 50 celsius. Yields the product C(C)OC(CCC(=O)NC1=C(C(=CC=C1)C)C1=CC(=CC=C1)S(=O)(=O)C1=C(SC(=C1)C(=N)NC(=O)OC(C)(C)C)SC)=O (N-{3′-[5-(tert-Butoxycarbonylamino-imino-methyl)-2-methylsulfanyl-thiophene-3-sulfonyl]-6-methyl-biphenyl-2-yl}-succinamic acid ethyl ester). Reaction SMILES: [C:1]([O:5][C:6](=[O:34])[NH:7][C:8]([C:10]1[S:11][C:12]([S:32][CH3:33])=[C:13]([S:15]([C:18]2[CH:19]=[C:20]([C:24]3[C:29]([CH3:30])=[CH:28][CH:27]=[CH:26][C:25]=3[NH2:31])[CH:21]=[CH:22][CH:23]=2)(=[O:17])=[O:16])[CH:14]=1)=[NH:9])([CH3:4])([CH3:3])[CH3:2].[CH2:35]([O:37][C:38](=[O:44])[CH2:39][CH2:40][C:41](Cl)=[O:42])[CH3:36].C1COCC1>CCOC(C)=O>[CH2:35]([O:37][C:38](=[O:44])[CH2:39][CH2:40][C:41]([NH:31][C:25]1[CH:26]=[CH:27][CH:28]=[C:29]([CH3:30])[C:24]=1[C:20]1[CH:21]=[CH:22][CH:23]=[C:18]([S:15]([C:13]2[CH:14]=[C:10]([C:8]([NH:7][C:6]([O:5][C:1]([CH3:4])([CH3:3])[CH3:2])=[O:34])=[NH:9])[S:11][C:12]=2[S:32][CH3:33])(=[O:17])=[O:16])[CH:19]=1)=[O:42])[CH3:36]. Reported procedure: {[4-(2′-Amino-6′-methyl-biphenyl-3-sulfonyl)-5-methylsulfanyl-thiophen-2-yl]-imino-methyl}-carbamic acid tert-butyl ester (38.5 mg, 0.07 mmol, Example 25: step c) and 3-chlorocarbonyl-propionic acid ethyl ester (13 μL, 0.09 mmol) were dissolved into THF (1 mL) and heated to 50° C. for one hour. The reaction was dissolved into EtOAc and washed with brine. The combined organic layers were dried, (MgSO4) and the solvents were removed in vacuo. Purification by preparative TLC (30% EtOAc/hexanes) yie... Reactants: CCCCCCCCN1C(=O)NC2(CC(C)(CC)NC(C)(CC)C2C)C1=O, C1CO1, CO, Cl. Product: CCCCCCCCN1C(=O)NC2(CC(C)(CC)N(CCO)C(C)(CC)C2C)C1=O. Reaction SMILES: [CH2:1]([CH3:2])[C:3]1([CH3:27])[CH:4]([CH3:26])[C:5]2([C:6](=[O:19])[N:7]([CH2:11][CH2:12][CH2:13][CH2:14][CH2:15][CH2:16][CH2:17][CH3:18])[C:8](=[O:10])[NH:9]2)[CH2:20][C:21]([CH3:23])([CH2:24][CH3:25])[NH:22]1.[CH2:29]1[CH2:30][O:31]1.[CH3:32][OH:33].[ClH:28]>>[CH2:1]([CH3:2])[C:3]1([CH3:27])[CH:4]([CH3:26])[C:5]2([C:6](=[O:19])[N:7]([CH2:11][CH2:12][CH2:13][CH2:14][CH2:15][CH2:16][CH2:17][CH3:18])[C:8](=[O:10])[NH:9]2)[CH2:20][C:21]([CH3:23])([CH2:24][CH3:25])[N:22]1[CH2:29][CH2:30][OH:31].